From a dataset of the Open Reaction Database (ORD), a public repository of structured organic reaction records. describe an organic reaction: reactants, conditions, products, and yield The reactants are Cc1ccccc1, NC(=O)C1CC1(Cl)Cl, CCCCCCC(=O)C(=O)O. Yields the product CCCCCC=C(NC(=O)C1CC1(Cl)Cl)C(=O)O. As a reaction SMILES: [CH3:20][c:21]1[cH:22][cH:23][cH:24][cH:25][cH:26]1.[Cl:12][C:13]1([Cl:19])[CH:14]([C:16](=[O:17])[NH2:18])[CH2:15]1.[O:1]=[C:2]([C:3](=[O:4])[OH:5])[CH2:6][CH2:7][CH2:8][CH2:9][CH2:10][CH3:11]>>[C:2]([C:3](=[O:4])[OH:5])(=[CH:6][CH2:7][CH2:8][CH2:9][CH2:10][CH3:11])[NH:18][C:16]([CH:14]1[C:13]([Cl:12])([Cl:19])[CH2:15]1)=[O:17]. Starting materials: CS(=O)(=O)c1cc(F)c2c(c1)OC(CBr)OC2, CC(C)CN, CCO. Product: CC(C)CNCC1OCc2c(F)cc(S(C)(=O)=O)cc2O1. RXN SMILES: [Br:1][CH2:2][CH:3]1[O:4][CH2:5][c:6]2[c:7]([cH:9][c:10]([S:14](=[O:15])(=[O:16])[CH3:17])[cH:11][c:12]2[F:13])[O:8]1.[CH3:18][CH:19]([CH2:20][NH2:21])[CH3:22].[CH3:23][CH2:24][OH:25]>>[CH2:2]([CH:3]1[O:4][CH2:5][c:6]2[c:7]([cH:9][c:10]([S:14](=[O:15])(=[O:16])[CH3:17])[cH:11][c:12]2[F:13])[O:8]1)[NH:21][CH2:20][CH:19]([CH3:18])[CH3:22].